Dataset: the Open Reaction Database (ORD), a public repository of structured organic reaction records. Task: describe an organic reaction: reactants, conditions, products, and yield The reactants are CC(=O)OC(C)=O, Nc1cc(F)ccc1C(=O)NCCN1CCC(O)(c2ccc(Cl)cc2)CC1, [NH4+], [OH-], O. Yields the product CC(=O)Nc1cc(F)ccc1C(=O)NCCN1CCC(O)(c2ccc(Cl)cc2)CC1. RXN SMILES: [C:28]([CH3:29])(=[O:30])[O:31][C:32](=[O:33])[CH3:34].[NH2:1][c:2]1[c:3]([C:4](=[O:5])[NH:6][CH2:7][CH2:8][N:9]2[CH2:10][CH2:11][C:12]([OH:15])([c:16]3[cH:17][cH:18][c:19]([Cl:22])[cH:20][cH:21]3)[CH2:13][CH2:14]2)[cH:23][cH:24][c:25]([F:27])[cH:26]1.[NH4+:35].[OH-:36].[OH2:37]>>[NH:1]([c:2]1[c:3]([C:4](=[O:5])[NH:6][CH2:7][CH2:8][N:9]2[CH2:10][CH2:11][C:12]([OH:15])([c:16]3[cH:17][cH:18][c:19]([Cl:22])[cH:20][cH:21]3)[CH2:13][CH2:14]2)[cH:23][cH:24][c:25]([F:27])[cH:26]1)[C:28]([CH3:29])=[O:30]. Starting materials: C(C)OC(=O)N1CC(OCC1)CC12C3=CC=CC=C3C(C=3C=CC=CC13)C2 (9-(4-ethoxycarbonyl-2-morpholinylmethyl)-9,10-dihydro-9,10-methanoanthracene). Run in C(C)O (ethanol), [OH-].[Na+] (sodium hydroxide), O (water). The product is N1CC(OCC1)CC12C3=CC=CC=C3C(C=3C=CC=CC13)C2 (9-(2-morpholinylmethyl)-9,10-dihydro-9,10-methanoanthracene). RXN SMILES: C(OC([N:6]1[CH2:11][CH2:10][O:9][CH:8]([CH2:12][C:13]23[CH2:27][CH:20]([C:21]4[CH:22]=[CH:23][CH:24]=[CH:25][C:26]=42)[C:19]2[C:14]3=[CH:15][CH:16]=[CH:17][CH:18]=2)[CH2:7]1)=O)C>C(O)C.[OH-].[Na+].O>[NH:6]1[CH2:11][CH2:10][O:9][CH:8]([CH2:12][C:13]23[CH2:27][CH:20]([C:21]4[CH:22]=[CH:23][CH:24]=[CH:25][C:26]=42)[C:19]2[C:14]3=[CH:15][CH:16]=[CH:17][CH:18]=2)[CH2:7]1 |f:2.3|. Reported procedure: A mixture of 9-(4-ethoxycarbonyl-2-morpholinylmethyl)-9,10-dihydro-9,10-methanoanthracene (400 mg) in ethanol (6 ml) and 25% aqueous sodium hydroxide solution (6 ml) was refluxed for 6 hours. The reaction mixture was diluted with water and extracted with ethyl acetate. The ethyl acetate layer was washed with water, dried over anhydrous sodium sulfate and evaporated to dryness to give 9-(2-morpholinylmethyl)-9,10-dihydro-9,10-methanoanthracene, M.P. 189° - 190° C. The reactants are N1=C(C=CC=C1)C=1C(=C2N(N1)CCC2)C2=CC=NC1=CC(=CC=C21)OCCOS(=O)(=O)C (methanesulfonic acid 2-[4-(2-pyridin-2-yl-5,6-dihydro-4H-pyrrolo[1,2-b]pyrazol-3-yl)-quinolin-7-yloxy]-ethyl ester), N1CCOCC1 (morpholine). The product is N1(CCOCC1)CCOC1=CC=C2C(=CC=NC2=C1)C1=C2N(N=C1C1=NC=CC=C1)CCC2 (7-(2-morpholin-4-yl-ethoxy)-4-(2-pyridin-2-yl-5,6-dihydro-4H-pyrrolo[1,2-b]pyrazol-3-yl)-quinoline). Isolated yield 100.0%. Reaction SMILES: [N:1]1[CH:6]=[CH:5][CH:4]=[CH:3][C:2]=1[C:7]1[C:8]([C:15]2[C:24]3[C:19](=[CH:20][C:21]([O:25][CH2:26][CH2:27]OS(C)(=O)=O)=[CH:22][CH:23]=3)[N:18]=[CH:17][CH:16]=2)=[C:9]2[CH2:14][CH2:13][CH2:12][N:10]2[N:11]=1.[NH:33]1[CH2:38][CH2:37][O:36][CH2:35][CH2:34]1>>[N:33]1([CH2:27][CH2:26][O:25][C:21]2[CH:20]=[C:19]3[C:24]([C:15]([C:8]4[C:7]([C:2]5[CH:3]=[CH:4][CH:5]=[CH:6][N:1]=5)=[N:11][N:10]5[CH2:12][CH2:13][CH2:14][C:9]=45)=[CH:16][CH:17]=[N:18]3)=[CH:23][CH:22]=2)[CH2:38][CH2:37][O:36][CH2:35][CH2:34]1. Reported procedure: Heat methanesulfonic acid 2-[4-(2-pyridin-2-yl-5,6-dihydro-4H-pyrrolo[1,2-b]pyrazol-3-yl)-quinolin-7-yloxy]-ethyl ester (87 mg, 0.19 mmol) with morpholine (1 mL) at 50° C. for 4 hours. Remove the morpholine in vacuo and then extract the product with isopropyl alcohol:chloroform (1:3). Wash the organic layer with sodium chloride and dry over sodium sulfate. Concentrate in vacuo to give the desired title product as a slight yellow solid (83 mg, 100%). MS ES+ m/e 442.0 (M+1). Starting materials: C(C#C)N (propargylamine), ClC(C(=O)Cl)Cl (dichloroacetyl chloride), ClC=CC(Cl)Cl (1,3,3-trichloropropene), C(C#C)NCC=C(Cl)Cl (N-propargyl-N-(3,3-dichloroallyl)amine). Product: C(C#C)N(C(C(Cl)Cl)=O)CC=C(Cl)Cl (N-propargyl-N-(3,3-dichloroallyl)dichloroacetamide). As a reaction SMILES: C(N)C#C.ClC=CC(Cl)Cl.[CH2:11]([NH:14][CH2:15][CH:16]=[C:17]([Cl:19])[Cl:18])[C:12]#[CH:13].[Cl:20][CH:21]([Cl:25])[C:22](Cl)=[O:23]>>[CH2:11]([N:14]([CH2:15][CH:16]=[C:17]([Cl:19])[Cl:18])[C:22](=[O:23])[CH:21]([Cl:25])[Cl:20])[C:12]#[CH:13]. Procedure details: From propargylamine and 1,3,3-trichloropropene, proceeding as in Example 1, there was prepared N-propargyl-N-(3,3-dichloroallyl)amine: b.p.15 mm =88°-91° C., from which, by reaction with dichloroacetyl chloride, there was obtained N-propargyl-N-(3,3-dichloroallyl)dichloroacetamide, (Applicants' Mark 8341), a yellowish oil. Reactants: O=C1c2ccccc2C(=O)N1CCBr, O=C([O-])[O-], COc1cc2c(Oc3cc4ccccc4nc3C)ccnc2cc1O, CN(C)C=O, [K+], [K+]. The product is COc1cc2c(Oc3cc4ccccc4nc3C)ccnc2cc1OCCN1C(=O)c2ccccc2C1=O. RXN SMILES: [Br:26][CH2:27][CH2:28][N:29]1[C:30](=[O:39])[c:31]2[cH:32][cH:33][cH:34][cH:35][c:36]2[C:37]1=[O:38].[C:40](=[O:41])([O-:42])[O-:43].[CH3:1][O:2][c:3]1[cH:4][c:5]2[c:6]([O:14][c:15]3[c:16]([CH3:25])[n:17][c:18]4[cH:19][cH:20][cH:21][cH:22][c:23]4[cH:24]3)[cH:7][cH:8][n:9][c:10]2[cH:11][c:12]1[OH:13].[CH3:46][N:47]([CH3:48])[CH:49]=[O:50].[K+:44].[K+:45]>>[CH3:1][O:2][c:3]1[cH:4][c:5]2[c:6]([O:14][c:15]3[c:16]([CH3:25])[n:17][c:18]4[cH:19][cH:20][cH:21][cH:22][c:23]4[cH:24]3)[cH:7][cH:8][n:9][c:10]2[cH:11][c:12]1[O:13][CH2:27][CH2:28][N:29]1[C:30](=[O:39])[c:31]2[cH:32][cH:33][cH:34][cH:35][c:36]2[C:37]1=[O:38].